Dataset: the Open Reaction Database (ORD), a public repository of structured organic reaction records. Task: describe an organic reaction: reactants, conditions, products, and yield Starting materials: ClC1=CC=C(C=C1)O (4-chlorophenol), C([O-])([O-])=O.[K+].[K+] (potassium carbonate), BrCC(=O)C=1SC(=CC1)Br (2-bromoacetyl-5-bromothiophene). The solvent is ketone, O (water). Yields the product ClC1=CC=C(OCC(=O)C2=CC=C(S2)Br)C=C1 (2-bromo-thien-5-yl 4-chlorophenoxymethyl ketone). The yield is 52.2%. As a reaction SMILES: Br[CH2:2][C:3]([C:5]1[S:6][C:7]([Br:10])=[CH:8][CH:9]=1)=[O:4].[Cl:11][C:12]1[CH:17]=[CH:16][C:15]([OH:18])=[CH:14][CH:13]=1.C(=O)([O-])[O-].[K+].[K+]>O>[Cl:11][C:12]1[CH:17]=[CH:16][C:15]([O:18][CH2:2][C:3]([C:5]2[S:6][C:7]([Br:10])=[CH:8][CH:9]=2)=[O:4])=[CH:14][CH:13]=1 |f:2.3.4|. Reported procedure: 28.4 g (0.1 mol) of 2-bromoacetyl-5-bromothiophene are heated under reflux with 19.3 g (0.15 mol) of 4-chlorophenol and 27.6 g (0.2 mol) of potassium carbonate in 200 ml of ketone for 3 hours, while stirring. The mixture is then poured into water, and the ether-ketone is extracted with methylene chloride. The organic phase is washed with dilute sodium hydroxide solution and then with water, and is dried over magnesium sulphate. After the organic phase has been evaporated down, the residue is rec... The reactants are BrCCCC(C(=O)OCC)(C1=CC=CC=C1)C (ethyl 5-bromo-2-methyl-2-phenyl-pentanoate), tetra-ii-butylammonium iodide, C1(=CC=C(C=C1)S(=O)(=O)C[N+]#[C-])C (p-toluenesulphonylmethyl isocyanide), [H-].[Na+] (sodium hydride), ice water. Solvent: CS(=O)C (DMSO), C(C)OCC (diethyl ether). Conditions: time 24 hour. Product: C(C)OC(C(CCCC(CCCC(C(=O)OCC)(C1=CC=CC=C1)C)(S(=O)(=O)C1=CC=C(C=C1)C)[N+]#[C-])(C1=CC=CC=C1)C)=O (2,10-dimethyl-6-isocyano-6-(4-tolyl-sulfonyl)-2,10-diphenyl-undecanedioic acid diethyl ester). The yield is 117.8%. RXN SMILES: Br[CH2:2][CH2:3][CH2:4][C:5]([CH3:17])([C:11]1[CH:16]=[CH:15][CH:14]=[CH:13][CH:12]=1)[C:6]([O:8][CH2:9][CH3:10])=[O:7].[C:18]1([CH3:30])[CH:23]=[CH:22][C:21]([S:24]([CH2:27][N+:28]#[C-:29])(=[O:26])=[O:25])=[CH:20][CH:19]=1.[H-].[Na+]>CS(C)=O.C(OCC)C>[CH2:9]([O:8][C:6](=[O:7])[C:5]([CH3:17])([C:11]1[CH:16]=[CH:15][CH:14]=[CH:13][CH:12]=1)[CH2:4][CH2:3][CH2:2][C:27]([N+:28]#[C-:29])([S:24]([C:21]1[CH:20]=[CH:19][C:18]([CH3:30])=[CH:23][CH:22]=1)(=[O:25])=[O:26])[CH2:2][CH2:3][CH2:4][C:5]([CH3:17])([C:11]1[CH:12]=[CH:13][CH:14]=[CH:15][CH:16]=1)[C:6]([O:8][CH2:9][CH3:10])=[O:7])[CH3:10] |f:2.3|. Procedure: To a solution of ethyl 5-bromo-2-methyl-2-phenyl-pentanoate (25 g, 75.25 mmol), tetra-ii-butylammonium iodide (2.78 g, 7.53 mmol), and p-toluenesulphonylmethyl isocyanide (TosMIC, 7.34 g, 37.63 mmol) in anhydrous DMSO (400 mL) and anhydrous diethyl ether (I150 mL) was added sodium hydride (60% dispersion in mineral oil, 3.80 g, 95 mmol) at rt under N2 atmosphere. The reaction mixture was stirred for 24 h at rt, then carefully hydrolized with ice-water (600 mL), and extracted with diethyl ether (... Starting materials: ClC1=CC(=C(N=N1)C1=CC=CC=C1)C1=CC=C(C=C1)C(F)(F)F (6-chloro-3-phenyl-4-(4-trifluoromethyl-phenyl)-pyridazine), OC1=CC=C2C=CC=NC2=C1 (7-hydroxyquinoline), [H-].[Na+] (NaH). Run in CN(C)C=O (DMF). Reaction conditions: temperature 50 celsius, time 15 hour. Product: C1(=CC=CC=C1)C1=C(C=C(N=N1)OC1=CC=C2C=CC=NC2=C1)C1=CC=C(C=C1)C(F)(F)F (7-[6-Phenyl-5-(4-trifluoromethyl-phenyl)-pyridazin-3-yloxy]-quinoline). RXN SMILES: Cl[C:2]1[N:7]=[N:6][C:5]([C:8]2[CH:13]=[CH:12][CH:11]=[CH:10][CH:9]=2)=[C:4]([C:14]2[CH:19]=[CH:18][C:17]([C:20]([F:23])([F:22])[F:21])=[CH:16][CH:15]=2)[CH:3]=1.[OH:24][C:25]1[CH:34]=[C:33]2[C:28]([CH:29]=[CH:30][CH:31]=[N:32]2)=[CH:27][CH:26]=1.[H-].[Na+]>CN(C=O)C>[C:8]1([C:5]2[N:6]=[N:7][C:2]([O:24][C:25]3[CH:34]=[C:33]4[C:28]([CH:29]=[CH:30][CH:31]=[N:32]4)=[CH:27][CH:26]=3)=[CH:3][C:4]=2[C:14]2[CH:19]=[CH:18][C:17]([C:20]([F:23])([F:22])[F:21])=[CH:16][CH:15]=2)[CH:13]=[CH:12][CH:11]=[CH:10][CH:9]=1 |f:2.3|. Reported procedure: To a solution of 6-chloro-3-phenyl-4-(4-trifluoromethyl-phenyl)-pyridazine, (Example 13(e)), (106 mg, 0.3 mmol) and 7-hydroxyquinoline (55 mg, 0.4 mmol, Acros) in DMF (2.5 mL) was added NaH (22 mg, 0.6 mmol, 60% suspension in mineral oil, Aldrich) and the mixture was stired at room temperature for 15 h. The reaction mixture was then heated at 50° C. for another 28 h, allowed to cool to room temperature and the solvent removed in vacuum. The residue was partitioned between EtOAc/H2O and the aqueo... Starting materials: C=CCN(CCCCCCCCCCCCCCCCCC)CCCCCCCCCCCCCCCCCC, CCOC(C)=O, CO, ClC(Cl)Cl, O=C(OO)c1cccc(Cl)c1. Product: C=CC[N+]([O-])(CCCCCCCCCCCCCCCCCC)CCCCCCCCCCCCCCCCCC. As a reaction SMILES: [CH2:1]([CH:2]=[CH2:3])[N:4]([CH2:5][CH2:6][CH2:7][CH2:8][CH2:9][CH2:10][CH2:11][CH2:12][CH2:13][CH2:14][CH2:15][CH2:16][CH2:17][CH2:18][CH2:19][CH2:20][CH2:21][CH3:22])[CH2:23][CH2:24][CH2:25][CH2:26][CH2:27][CH2:28][CH2:29][CH2:30][CH2:31][CH2:32][CH2:33][CH2:34][CH2:35][CH2:36][CH2:37][CH2:38][CH2:39][CH3:40].[CH3:52][CH2:53][O:54][C:55](=[O:56])[CH3:57].[CH3:58][OH:59].[CH:60]([Cl:61])([Cl:62])[Cl:63].[Cl:41][c:42]1[cH:43][cH:44][cH:45][c:46]([C:47]([O:48][OH:50])=[O:49])[cH:51]1>>[CH2:1]([CH:2]=[CH2:3])[N+:4]([CH2:5][CH2:6][CH2:7][CH2:8][CH2:9][CH2:10][CH2:11][CH2:12][CH2:13][CH2:14][CH2:15][CH2:16][CH2:17][CH2:18][CH2:19][CH2:20][CH2:21][CH3:22])([CH2:23][CH2:24][CH2:25][CH2:26][CH2:27][CH2:28][CH2:29][CH2:30][CH2:31][CH2:32][CH2:33][CH2:34][CH2:35][CH2:36][CH2:37][CH2:38][CH2:39][CH3:40])[O-:49]. Reactants: CS(=O)(=O)C1=CC=C(C=C1)C(CCC(C)=O)=O (1-(4-methylsulfonylphenyl)-1,4-pentanedione), C1(CCCCC1)N (cyclohexylamine), C1(=CC=C(C=C1)S(=O)(=O)O)C (p-toluenesulfonic acid). Solvent: C1(=CC=CC=C1)C (toluene). The product is C1(CCCCC1)N1C(=CC=C1C1=CC=C(C=C1)S(=O)(=O)C)C (1-cyclohexyl-2-methyl-5-[4-(methylsulfonyl)phenyl]-1H-pyrrole). Isolated yield 34.1%. As a reaction SMILES: [CH3:1][S:2]([C:5]1[CH:10]=[CH:9][C:8]([C:11](=O)[CH2:12][CH2:13][C:14](=O)[CH3:15])=[CH:7][CH:6]=1)(=[O:4])=[O:3].[CH:18]1([NH2:24])[CH2:23][CH2:22][CH2:21][CH2:20][CH2:19]1.C1(C)C=CC(S(O)(=O)=O)=CC=1>C1(C)C=CC=CC=1>[CH:18]1([N:24]2[C:11]([C:8]3[CH:9]=[CH:10][C:5]([S:2]([CH3:1])(=[O:4])=[O:3])=[CH:6][CH:7]=3)=[CH:12][CH:13]=[C:14]2[CH3:15])[CH2:23][CH2:22][CH2:21][CH2:20][CH2:19]1. Reported procedure: A mixture of 1-(4-methylsulfonylphenyl)-1,4-pentanedione (Example 1, Step 2) (820 mg, 3.23 mmol), cyclohexylamine (410>1, 3.55 mmol) and p-toluenesulfonic acid (50 mg) in toluene (75 ml) was heated to reflux for 24 hours. The reaction mixture was cooled, filtered and concentrated. The crude solid (1.14 g) was purified by chromatography (silica gel, hexane/ethyl acetate, 1/1) to give 1-cyclohexyl-2-methyl-5-[4-(methylsulfonyl)phenyl]-1H-pyrrole (350 mg, p6%) as a white solid: mp (DSC) 141 ° C. An...